Dataset: the Open Reaction Database (ORD), a public repository of structured organic reaction records. Task: describe an organic reaction: reactants, conditions, products, and yield Reactants: ClC1=C(OCCC(C(=O)O)(C)C)C=CC(=C1)Cl (4-(2,4-dichloro-phenoxy)-2,2-dimethyl-butyric acid), CCN(C(C)C)C(C)C (DIPEA), NC1C2CC3(CC(CC1C3)C2)O (4-amino-adamantan-1-ol), C=1C=CC2=C(C1)N=NN2O (HOBt), CCN=C=NCCCN(C)C (EDAC). The solvent is CN(C)C=O (DMF). Reaction conditions: time 1 hour. Yields the product ClC1=C(OCCC(C(=O)NC2C3CC4CC(CC2C4)(C3)O)(C)C)C=CC(=C1)Cl (4-(2,4-Dichloro-phenoxy)-N-(5-hydroxy-adamantan-2-yl)-2,2-dimethyl-butyramide). The yield is 40.0%. Reaction SMILES: [Cl:1][C:2]1[CH:16]=[C:15]([Cl:17])[CH:14]=[CH:13][C:3]=1[O:4][CH2:5][CH2:6][C:7]([CH3:12])([CH3:11])[C:8]([OH:10])=O.C1C=CC2N(O)N=NC=2C=1.CCN=C=NCCCN(C)C.CCN(C(C)C)C(C)C.[NH2:48][CH:49]1[CH:56]2[CH2:57][C:52]3([OH:59])[CH2:53][CH:54]([CH2:58][CH:50]1[CH2:51]3)[CH2:55]2>CN(C=O)C>[Cl:1][C:2]1[CH:16]=[C:15]([Cl:17])[CH:14]=[CH:13][C:3]=1[O:4][CH2:5][CH2:6][C:7]([CH3:12])([CH3:11])[C:8]([NH:48][CH:49]1[CH:50]2[CH2:58][CH:54]3[CH2:53][C:52]([OH:59])([CH2:57][CH:56]1[CH2:55]3)[CH2:51]2)=[O:10]. Reported procedure: To a stirred solution of 4-(2,4-dichloro-phenoxy)-2,2-dimethyl-butyric acid (250 g, 0.902 mmol, prepared in a similar way as described in J. Am. Chem. Soc. 89, 2500-1 (1967)) in dry DMF (3 mL) was added HOBt (180 mg, 1.173 mmol) and EDAC (225 mg, 1.173 mmol). After stirring for 1 hr at room temperature, DIPEA (306 μL) and 4-amino-adamantan-1-ol (181 mg, 1.082 mmol) were added and the resulting mixture was stirred for 16 hrs. at room temperature. The volatiles were removed in vacuo and the residu... Reactants: O=C([O-])[O-], Cc1c(C(=O)OCc2ccccc2)sc(NC(=O)C(F)(F)F)c1C(=O)O, C1CCOC1, CCOCC, Cl, [Na+], [Na+]. The product is Cc1c(C(=O)OCc2ccccc2)sc(N)c1C(=O)O. As a reaction SMILES: [C:27](=[O:28])([O-:29])[O-:30].[CH2:1]([c:2]1[cH:3][cH:4][cH:5][cH:6][cH:7]1)[O:8][C:9](=[O:10])[c:11]1[c:12]([CH3:26])[c:13]([C:23](=[O:24])[OH:25])[c:14]([NH:16][C:17]([C:18]([F:19])([F:20])[F:21])=[O:22])[s:15]1.[CH2:34]1[O:35][CH2:36][CH2:37][CH2:38]1.[CH3:39][CH2:40][O:41][CH2:42][CH3:43].[ClH:33].[Na+:31].[Na+:32]>>[CH2:1]([c:2]1[cH:3][cH:4][cH:5][cH:6][cH:7]1)[O:8][C:9](=[O:10])[c:11]1[c:12]([CH3:26])[c:13]([C:23](=[O:24])[OH:25])[c:14]([NH2:16])[s:15]1. The reactants are CC(C)CCNC(Nc1cc(C(F)(F)F)cc(C(F)(F)F)c1)=C(C#N)C(=O)OC(C)(C)C, ClCCl. Yields the product CC(C)CCNC(=CC#N)Nc1cc(C(F)(F)F)cc(C(F)(F)F)c1. As a reaction SMILES: [C:1]([O:2][C:3](=[O:4])[C:7](=[C:8]([NH:9][CH2:10][CH2:11][CH:12]([CH3:13])[CH3:14])[NH:15][c:16]1[cH:17][c:18]([C:26]([F:27])([F:28])[F:29])[cH:19][c:20]([C:22]([F:23])([F:24])[F:25])[cH:21]1)[C:30]#[N:31])([CH3:5])([CH3:6])[CH3:32].[Cl:33][CH2:34][Cl:35]>>[CH:7](=[C:8]([NH:9][CH2:10][CH2:11][CH:12]([CH3:13])[CH3:14])[NH:15][c:16]1[cH:17][c:18]([C:26]([F:27])([F:28])[F:29])[cH:19][c:20]([C:22]([F:23])([F:24])[F:25])[cH:21]1)[C:30]#[N:31]. Starting materials: C(CC)N1C(=O)N(C=2N=C(NC2C1=O)C1CC(CC1)=O)CCC (1,3-dipropyl-8-(1-oxo-3-cyclopentyl)xanthine), sodium tetrahydridoboranate. Run in C(C)O (ethanol). The product is C(CC)N1C(=O)N(C=2N=C(NC2C1=O)C1CC(CC1)O)CCC (1,3-Dipropyl-8-(1-hydroxycyclopent-3-yl)xanthine). The yield is 78.0%. RXN SMILES: [CH2:1]([N:4]1[C:13](=[O:14])[C:12]2[NH:11][C:10]([CH:15]3[CH2:19][CH2:18][C:17](=[O:20])[CH2:16]3)=[N:9][C:8]=2[N:7]([CH2:21][CH2:22][CH3:23])[C:5]1=[O:6])[CH2:2][CH3:3]>C(O)C>[CH2:1]([N:4]1[C:13](=[O:14])[C:12]2[NH:11][C:10]([CH:15]3[CH2:19][CH2:18][CH:17]([OH:20])[CH2:16]3)=[N:9][C:8]=2[N:7]([CH2:21][CH2:22][CH3:23])[C:5]1=[O:6])[CH2:2][CH3:3]. Procedure: 0.5 g (1.6 mmol) of 1,3-dipropyl-8-(1-oxo-3-cyclopentyl)xanthine, 10 ml of ethanol and 0.1 g (2.6 mmol) of sodium tetrahydridoboranate are stirred for 21/2 days at ambient temperature. The mixture is evaporated down in vacuo and mixed with water and methylene chloride then the aqueous phase is acidified and extracted. The combined organic extracts are dried and evaporated down in vacuo. The residue is separated into the isomers by chromatography on silica gel (CH2Cl2 /C3OH 95:5). From the 1st fr... Starting materials: CC(C)([O-])C.[Na+] (sodium tert.-butoxide), C(C)C1=CC=C(N)C=C1 (4-ethylaniline), FC1=C(C(=CC=C1F)F)Br (2,3,6-trifluoro-bromobenzene), C=1C=CC(=CC1)P(C=2C=CC=CC2)C3=CC=C4C=CC=CC4=C3C5=C6C=CC=CC6=CC=C5P(C=7C=CC=CC7)C=8C=CC=CC8 (BINAP), bis-dibenzylideneaceton palladium (0). The reagents and catalysts are C=1C=CC(=CC1)/C=C/C(=O)/C=C/C2=CC=CC=C2.C=1C=CC(=CC1)/C=C/C(=O)/C=C/C2=CC=CC=C2.[Pd] (Pd(dba)2). Run in C1(=CC=CC=C1)C (toluene), C1(=CC=CC=C1)C (toluene), C1(=CC=CC=C1)C (toluene). Conditions: time 1 hour. The product is FC1=C(C(=CC=C1F)F)NC1=CC=C(C=C1)CC (N-(2′,3′,6′-trifluorophenyl)-4-ethylanilin). Isolated yield 86.3%. RXN SMILES: [CH2:1]([C:3]1[CH:9]=[CH:8][C:6]([NH2:7])=[CH:5][CH:4]=1)[CH3:2].[F:10][C:11]1[C:16]([F:17])=[CH:15][CH:14]=[C:13]([F:18])[C:12]=1Br.C1C=CC(P(C2C(C3C(P(C4C=CC=CC=4)C4C=CC=CC=4)=CC=C4C=3C=CC=C4)=C3C(C=CC=C3)=CC=2)C2C=CC=CC=2)=CC=1.CC(C)([O-])C.[Na+]>C1(C)C=CC=CC=1.C1C=CC(/C=C/C(/C=C/C2C=CC=CC=2)=O)=CC=1.C1C=CC(/C=C/C(/C=C/C2C=CC=CC=2)=O)=CC=1.[Pd]>[F:10][C:11]1[C:16]([F:17])=[CH:15][CH:14]=[C:13]([F:18])[C:12]=1[NH:7][C:6]1[CH:8]=[CH:9][C:3]([CH2:1][CH3:2])=[CH:4][CH:5]=1 |f:3.4,6.7.8|. Procedure details: To a solution of 1.21 g of 4-ethylaniline, 1.10 g of 2,3,6-trifluoro-bromobenzene in 10 g of toluene is added consecutively 350 mg BINAP and 300 mg of bis-dibenzylideneaceton-palladium (0) [Pd(dba)2) in 3 ml of toluene and 0.9 g of sodium tert.-butoxide in 3 ml toluene. The mixture is flushed with nitrogen and heated for 6 h under reflux. After cooling to room temperature, water (30 ml), concentrated hydrochloric acid (10 ml) and hyflo (1 g) are added and stirring is continued for 1 h. The mixtu... Starting materials: ClC=1C(=CC2=C(N(C(=N2)CCCC2=CC=NC=C2)C2=CC=C(C=C2)CCN(C([O-])=O)S(=O)(=O)C2=CC=C(C=C2)C)C1)C(F)(F)F (2-{4-[6-CHLORO-2-[3-(4PYRIDINYL)PROPYL]-5-(TRIFLUOROMETHYL)-1H-BENZIMIDAZOL-1-YL]PHENYL}ETHYL(4-METHYLPHENYL)SULFONYLCARBAMATE), [OH-].[Na+] (NaOH). The solvent is C(C)O (ethanol). Reaction conditions: temperature 40 celsius, time 7 hour. Yields the product ClC=1C(=CC2=C(N(C(=N2)CCCC2=CC=NC=C2)C2=CC=C(C=C2)CCO)C1)C(F)(F)F (2-{4-[6-chloro-2-[3-(4-pyridinyl)propyl]-5-(trifluoromethyl)-1H-benzimidazol-1-yl]phenyl}ethanol). Yield: 54.0%. Reaction SMILES: [Cl:1][C:2]1[C:3]([C:42]([F:45])([F:44])[F:43])=[CH:4][C:5]2[N:9]=[C:8]([CH2:10][CH2:11][CH2:12][C:13]3[CH:18]=[CH:17][N:16]=[CH:15][CH:14]=3)[N:7]([C:19]3[CH:24]=[CH:23][C:22]([CH2:25][CH2:26]N(S(C4C=CC(C)=CC=4)(=O)=O)C(=O)[O-])=[CH:21][CH:20]=3)[C:6]=2[CH:41]=1.[OH-:46].[Na+]>C(O)C>[Cl:1][C:2]1[C:3]([C:42]([F:43])([F:44])[F:45])=[CH:4][C:5]2[N:9]=[C:8]([CH2:10][CH2:11][CH2:12][C:13]3[CH:18]=[CH:17][N:16]=[CH:15][CH:14]=3)[N:7]([C:19]3[CH:24]=[CH:23][C:22]([CH2:25][CH2:26][OH:46])=[CH:21][CH:20]=3)[C:6]=2[CH:41]=1 |f:1.2|. Procedure details: A mixture of 2-(4-{[5-chloro-2-{[4-(4-pyridinyl)butanoyl]amino}-4-(trifluoromethyl)phenyl]amino}phenyl)ethyl acetate (step 3, 220 mg, 0.42 mmol) and 2N NaOH (15 ml) in ethanol (20 ml) was stirred at 40° C. for 7 h. The solvent was removed and the residue was added water (50 ml). The mixture was extracted with ethyl acetate(100 ml). The organic layer was washed with brine (50 ml), then dried (Na2SO4). After removal of solvent, the crude product was purified by flash column chromatography eluting ... Starting materials: S(=O)(=O)(Cl)Cl (sulfuryl chloride), OC1=C(C(=CC=C1)O)C(CCCCCCCCCC)=O (2',6'-dihydroxyundecanophenone), C(CCCCCCCCCC)(=O)C1=CC=CC=C1 (undecanophenone). Solvent: C(Cl)(Cl)Cl (chloroform), C(Cl)(Cl)Cl (chloroform). The product is ClC=1C(=C(C(=CC1)O)C(CCCCCCCCCC)=O)O (3'-chloro-2',6'-dihydroxyundecanophenone). As a reaction SMILES: [OH:1][C:2]1[CH:7]=[CH:6][CH:5]=[C:4]([OH:8])[C:3]=1[C:9](=[O:20])[CH2:10][CH2:11][CH2:12][CH2:13][CH2:14][CH2:15][CH2:16][CH2:17][CH2:18][CH3:19].C(C1C=CC=CC=1)(=O)CCCCCCCCCC.S(Cl)([Cl:42])(=O)=O>C(Cl)(Cl)Cl>[Cl:42][C:5]1[C:4]([OH:8])=[C:3]([C:9](=[O:20])[CH2:10][CH2:11][CH2:12][CH2:13][CH2:14][CH2:15][CH2:16][CH2:17][CH2:18][CH3:19])[C:2]([OH:1])=[CH:7][CH:6]=1. Procedure: In a 100 ml three-neck flask was placed 50 ml of 2',6'-dihydroxyundecanophenone and after dissolving the undecanophenone in 50 ml of chloroform, the solution thus formed was stirred under ice-cooling. To the solution was added dropwise 10 ml of a chloroform solution of 1.4 ml of sulfuryl chloride over a period of 15 minutes. Thereafter, the mixture was stirred for 2 hours at room temperature and then after adding thereto n-hexane, the mixture was washed twice with water. After drying the reactio... The reactants are ClC1=CC=C(CN2C(=CC3=CC(=CC=C23)O)CC(C(=O)OC)(C)C)C=C1 (Methyl 3-[N-(p-chlorobenzyl)-5-hydroxyindol-2-yl]-2,2-dimethylpropanoate), Cl.ClCC1=NC2=CC=CC=C2C=C1 (2-(choromethyl)quinoline hydrochloride). Yields the product ClC1=CC=C(CN2C(=CC3=CC(=CC=C23)OCC2=NC3=CC=CC=C3C=C2)CC(C(=O)O)(C)C)C=C1 (3-[N-(p-Chlorobenzyl)-5-(quinolin-2-yl-methoxy)indol-2-yl]-2,2-dimethylpropanoic acid). RXN SMILES: [Cl:1][C:2]1[CH:26]=[CH:25][C:5]([CH2:6][N:7]2[C:15]3[C:10](=[CH:11][C:12]([OH:16])=[CH:13][CH:14]=3)[CH:9]=[C:8]2[CH2:17][C:18]([CH3:24])([CH3:23])[C:19]([O:21]C)=[O:20])=[CH:4][CH:3]=1.Cl.Cl[CH2:29][C:30]1[CH:39]=[CH:38][C:37]2[C:32](=[CH:33][CH:34]=[CH:35][CH:36]=2)[N:31]=1>>[Cl:1][C:2]1[CH:26]=[CH:25][C:5]([CH2:6][N:7]2[C:15]3[C:10](=[CH:11][C:12]([O:16][CH2:29][C:30]4[CH:39]=[CH:38][C:37]5[C:32](=[CH:33][CH:34]=[CH:35][CH:36]=5)[N:31]=4)=[CH:13][CH:14]=3)[CH:9]=[C:8]2[CH2:17][C:18]([CH3:23])([CH3:24])[C:19]([OH:21])=[O:20])=[CH:4][CH:3]=1 |f:1.2|. Reported procedure: The title compound was prepared by treating the ester from Step A with 2-(choromethyl)quinoline hydrochloride under the conditions of Step D and effecting hydrolysis under the conditions of Example 1 (Step B), m.p. 193°-194° C. Starting materials: N([C@H](CC(OC(C)(C)C)=O)C(=O)O)C(=O)OCC1C2=CC=CC=C2C2=CC=CC=C12 (Fmoc-D-Asp(OtBu)-OH), C(C)(C)N(C(C)C)CC (N,N-diisopropylethylamine), [BH4-].[Na+] (sodium borohydride), ClC(=O)OCC(C)C (Isobutyl chloroformate). The solvent is O1CCCC1 (tetrahydrofuran), C(C)(=O)OCC (ethyl acetate), CO (methanol). Conditions: temperature -40 celsius. The product is C1=CC=CC=2C3=CC=CC=C3C(C12)COC(=O)N[C@H](CC(=O)OC(C)(C)C)CO ((R)-tert-butyl 3-(((9H-fluoren-9-yl)methoxy)carbonylamino)-4-hydroxybutanoate). As a reaction SMILES: [NH:1]([C:14]([O:16][CH2:17][CH:18]1[C:30]2[C:25](=[CH:26][CH:27]=[CH:28][CH:29]=2)[C:24]2[C:19]1=[CH:20][CH:21]=[CH:22][CH:23]=2)=[O:15])[C@@H:2]([C:11](O)=[O:12])[CH2:3][C:4](=[O:10])[O:5][C:6]([CH3:9])([CH3:8])[CH3:7].C(N(CC)C(C)C)(C)C.ClC(OCC(C)C)=O.[BH4-].[Na+]>C(OCC)(=O)C.CO.O1CCCC1>[CH:20]1[C:19]2[CH:18]([CH2:17][O:16][C:14]([NH:1][C@@H:2]([CH2:11][OH:12])[CH2:3][C:4]([O:5][C:6]([CH3:7])([CH3:9])[CH3:8])=[O:10])=[O:15])[C:30]3[C:25](=[CH:26][CH:27]=[CH:28][CH:29]=3)[C:24]=2[CH:23]=[CH:22][CH:21]=1 |f:3.4|. Reported procedure: Fmoc-D-Asp(OtBu)-OH (9.0 g) and N,N-diisopropylethylamine (4.6 mL) were added to tetrahydrofuran (100 mL) and cooled to −40° C. Isobutyl chloroformate (3.1 mL) was added, and the solution was gradually warmed to 0° C. over 30 minutes. The solution was cooled to −20° C., and to it was carefully added sodium borohydride (1.64 g, 43.6 mmol) and methanol (10 mL). The solution was gradually warmed to room temperature over two hours, diluted with ethyl acetate (200 mL), washed with water (100 mL) and ...